The task is: describe an organic reaction: reactants, conditions, products, and yield. This data is from the Open Reaction Database (ORD), a public repository of structured organic reaction records. The reactants are CC(C)(C)[O-], Cc1ccccc1, FC(F)(F)c1cc(Br)cc(C(F)(F)F)c1, [Na+], O=C(C=Cc1ccccc1)C=Cc1ccccc1, O=C(C=Cc1ccccc1)C=Cc1ccccc1, O=C(C=Cc1ccccc1)C=Cc1ccccc1, O, OC1CCNC1, [Pd], [Pd], c1ccc(P(c2ccccc2)c2ccc3ccccc3c2-c2c(P(c3ccccc3)c3ccccc3)ccc3ccccc23)cc1. Yields the product OC1CCN(c2cc(C(F)(F)F)cc(C(F)(F)F)c2)C1. Reaction SMILES: [CH3:68][C:69]([CH3:70])([O-:71])[CH3:72].[CH3:74][c:75]1[cH:76][cH:77][cH:78][cH:79][cH:80]1.[F:1][C:2]([c:3]1[cH:4][c:5]([Br:13])[cH:6][c:7]([C:9]([F:10])([F:11])[F:12])[cH:8]1)([F:14])[F:15].[Na+:73].[O:101]=[C:102]([CH:103]=[CH:104][c:105]1[cH:106][cH:107][cH:108][cH:109][cH:110]1)[CH:111]=[CH:112][c:113]1[cH:114][cH:115][cH:116][cH:117][cH:118]1.[O:119]=[C:120]([CH:121]=[CH:122][c:123]1[cH:124][cH:125][cH:126][cH:127][cH:128]1)[CH:129]=[CH:130][c:131]1[cH:132][cH:133][cH:134][cH:135][cH:136]1.[O:83]=[C:84]([CH:85]=[CH:86][c:87]1[cH:88][cH:89][cH:90][cH:91][cH:92]1)[CH:93]=[CH:94][c:95]1[cH:96][cH:97][cH:98][cH:99][cH:100]1.[OH2:137].[OH:16][CH:17]1[CH2:18][NH:19][CH2:20][CH2:21]1.[Pd:81].[Pd:82].[c:22]1([P:23]([c:24]2[cH:25][cH:26][cH:27][cH:28][cH:29]2)[c:30]2[cH:31][cH:32][c:33]3[c:34]([cH:35][cH:36][cH:37][cH:38]3)[c:39]2-[c:40]2[c:41]3[c:42]([cH:43][cH:44][cH:45][cH:46]3)[cH:47][cH:48][c:49]2[P:50]([c:51]2[cH:52][cH:53][cH:54][cH:55][cH:56]2)[c:57]2[cH:58][cH:59][cH:60][cH:61][cH:62]2)[cH:63][cH:64][cH:65][cH:66][cH:67]1>>[F:1][C:2]([c:3]1[cH:4][c:5]([N:19]2[CH2:18][CH:17]([OH:16])[CH2:21][CH2:20]2)[cH:6][c:7]([C:9]([F:10])([F:11])[F:12])[cH:8]1)([F:14])[F:15]. The reactants are CS(=O)(=O)O.CS(=O)(=O)O.NC1=C(N2N(CCC2)C1=O)N (2,3-diamino-6,7-dihydro-1H,5H-pyrazolo[1,2-a]pyrazol-1-one dimethane sulfonate), OO (hydrogen peroxide), OCCNC=1C=CC(=C(C1)O)OC (5-[(2-hydroxyethyl)amino]-2-methoxyphenol), N (ammonia). Solvent: O (water), C(C)O (ethanol). The product is NC1=C(C(N2N1CCC2)=O)/N=C\2/C(=CC(C(=C2)OC)=N)NCCO (3-amino-2-({(1E)-2-[(2-hydroxyethyl)amino]-4-imino-5-methoxycyclohexa-2,5-dien-1-ylidene}amino)-6,7-dihydro-1H,5H-pyrazolo[1,2-a]pyrazol-1-one). RXN SMILES: CS(O)(=O)=O.CS(O)(=O)=O.[NH2:11][C:12]1[C:19](=[O:20])[N:15]2[CH2:16][CH2:17][CH2:18][N:14]2[C:13]=1[NH2:21].[OH:22][CH2:23][CH2:24][NH:25][C:26]1[CH:27]=[CH:28][C:29]([O:33][CH3:34])=[C:30](O)[CH:31]=1.[NH3:35].OO>O.C(O)C>[NH2:21][C:13]1[N:14]2[CH2:18][CH2:17][CH2:16][N:15]2[C:19](=[O:20])[C:12]=1/[N:11]=[C:27]1/[C:26]([NH:25][CH2:24][CH2:23][OH:22])=[CH:31][C:30](=[NH:35])[C:29]([O:33][CH3:34])=[CH:28]/1 |f:0.1.2|. Procedure: 0.05 mmol of 2,3-diamino-6,7-dihydro-1H,5H-pyrazolo[1,2-a]pyrazol-1-one dimethane sulfonate was dissolved in a mixture of water and ethanol (7.5 ml/1.5 ml). This solution was admixed with 0.05 mmol of 5-[(2-hydroxyethyl)amino]-2-methoxyphenol, then with 1.8 ml of concentrated aqueous ammonia, then with 9 ml of hydrogen peroxide. Starting materials: O=C([O-])O, CC(C)(C)OC(=O)NC1(c2ccc(-c3nc4ccnc(Cl)c4cc3-c3ccccc3)cc2)CC2(C1)OCCO2, NN, [Na+], C1COCCO1. Product: CC(C)(C)OC(=O)NC1(c2ccc(-c3nc4ccnc(NN)c4cc3-c3ccccc3)cc2)CC2(C1)OCCO2. Reaction SMILES: [C:42](=[O:43])([OH:44])[O-:45].[Cl:1][c:2]1[c:3]2[cH:4][c:5](-[c:34]3[cH:35][cH:36][cH:37][cH:38][cH:39]3)[c:6](-[c:12]3[cH:13][cH:14][c:15]([C:18]4([NH:26][C:27]([O:28][C:29]([CH3:30])([CH3:31])[CH3:32])=[O:33])[CH2:19][C:20]5([CH2:21]4)[O:22][CH2:23][CH2:24][O:25]5)[cH:16][cH:17]3)[n:7][c:8]2[cH:9][cH:10][n:11]1.[NH2:40][NH2:41].[Na+:46].[O:47]1[CH2:48][CH2:49][O:50][CH2:51][CH2:52]1>>[c:2]1([NH:40][NH2:41])[c:3]2[cH:4][c:5](-[c:34]3[cH:35][cH:36][cH:37][cH:38][cH:39]3)[c:6](-[c:12]3[cH:13][cH:14][c:15]([C:18]4([NH:26][C:27]([O:28][C:29]([CH3:30])([CH3:31])[CH3:32])=[O:33])[CH2:19][C:20]5([CH2:21]4)[O:22][CH2:23][CH2:24][O:25]5)[cH:16][cH:17]3)[n:7][c:8]2[cH:9][cH:10][n:11]1. Reactants: C(C)(C)(C)OC(=O)N1CC(N(CC1)CC1=CC(=CC=C1)C1=NC(=NC=C1)Cl)CC (4-[3-(2-Chloro-pyrimidin-4-yl)-benzyl]-3-ethyl-piperazine-1-carboxylic acid tert-butyl ester), FC=1C=C(CCN)C=CC1 (3-fluorophenethylamine), 420. Product: C(C)C1N(CCNC1)CC=1C=C(C=CC1)C1=NC(=NC=C1)NCCC1=CC(=CC=C1)F ({4-[3-(2-Ethyl-piperazin-1-ylmethyl)-phenyl]-pyrimidin-2-yl}-[2-(3-fluoro-phenyl)-ethyl]-amine). Reaction SMILES: C(OC([N:8]1[CH2:13][CH2:12][N:11]([CH2:14][C:15]2[CH:20]=[CH:19][CH:18]=[C:17]([C:21]3[CH:26]=[CH:25][N:24]=[C:23](Cl)[N:22]=3)[CH:16]=2)[CH:10]([CH2:28][CH3:29])[CH2:9]1)=O)(C)(C)C.[F:30][C:31]1[CH:32]=[C:33]([CH:37]=[CH:38][CH:39]=1)[CH2:34][CH2:35][NH2:36]>>[CH2:28]([CH:10]1[CH2:9][NH:8][CH2:13][CH2:12][N:11]1[CH2:14][C:15]1[CH:16]=[C:17]([C:21]2[CH:26]=[CH:25][N:24]=[C:23]([NH:36][CH2:35][CH2:34][C:33]3[CH:37]=[CH:38][CH:39]=[C:31]([F:30])[CH:32]=3)[N:22]=2)[CH:18]=[CH:19][CH:20]=1)[CH3:29]. Reported procedure: Intermediate 130 was coupled with 3-fluorophenethylamine following procedure F. The resulting product was deprotected following procedure G2. LC-MS showed the product had the expected M+H+ of 420. 1H NMR (Varian 300 MHz, CD3OD, shifts relative to the solvent peak at 3.30 ppm) δ 8.25-8.4 (m, 2H) 7.8 (d, 1H) 7.7 (t, 1H) 7.5 (d, 1H) 7.18-7.35 (m, 2H) 7.05-7.15 (m, 2H) 6.9 (m, 1H) 4.72 (d, 1H) 4.1 (d, 1H) 3.92 (br s, 2H) 3.65 (m, 1H) 3.3-3.5 (m, 6H) 3.12 (m, 1H) 3.05 (m, 2H) 2.18 (m, 1H) 1.92 (m, 1H... Reactants: C[Si](C)(C)Cl (trimethylsilylchloride), CO (methanol), C[Si](N[Si](C)(C)C)(C)C (hexamethyldisilazane), solution, C(CCC)[Li] (n-butyllithium), C(OC)COC (dimethoxyethane), C(C1=CC=CC=C1)=O (benzaldehyde), C[Si](OC(C)(O[Si](C)(C)C)O[Si](C)(C)C)(C)C (tris(trimethylsiloxy)ethane), C=C (ethene). The solvent is C(C)(=O)O (acetic acid), C(C)N(CC)CC (triethylamine), C(C)(=O)OCC (ethyl acetate). Reaction conditions: temperature 0 celsius. Product: C[Si](O[C@@H]1C(N[C@@H]1C1=CC=CC=C1)=O)(C)C (Racemic cis-3-trimethylsilyloxy-4-phenyl-azetidin-2-one). As a reaction SMILES: C[Si](C)(C)[NH:3][Si](C)(C)C.C([Li])CCC.[CH:15](=O)[C:16]1[CH:21]=[CH:20][CH:19]=[CH:18][CH:17]=1.C[Si](C)(C)OC(O[Si](C)(C)C)(O[Si](C)(C)C)C.C=C.[CH3:42][Si:43](Cl)([CH3:45])[CH3:44].CO.[CH2:49]([CH2:52][O:53]C)[O:50]C>C(OCC)(=O)C.C(O)(=O)C.C(N(CC)CC)C>[CH3:42][Si:43]([CH3:45])([CH3:44])[O:50][C@H:49]1[C@@H:15]([C:16]2[CH:21]=[CH:20][CH:19]=[CH:18][CH:17]=2)[NH:3][C:52]1=[O:53]. Procedure details: To a solution of hexamethyldisilazane (HMDS, 460 mL, 2.2 mol) in anhydrous dimethoxyethane (200 mL) at 0° C. was added a 2.5 M solution of n-butyllithium (nBuLi, 800 mL, 2.0 mol) over 45 min to maintain the reaction temperature at less than 40° C. After the addition, benzaldehyde was added to the reaction mixture over 1 h to maintain the reaction temperature at less than 40° C. After the addition was complete the mixture was cooled to 0° C. and tris(trimethylsiloxy)ethane (643 g, 2.2 mol) was ad... Starting materials: ClC1=C(C=C(C=C1)CCC1=CC=C(C=C1)N)C(F)(F)F (4-[2-(4-chloro-3-trifluoromethylphenyl)ethyl]-benzenamine), [Li+].C[Si](C)(C)[N-][Si](C)(C)C (LHMDS), FC1=C(C(=O)O)C=CC=C1 (2-fluorobenzoic acid). Run in C1CCOC1 (THF), C1CCOC1 (THF). Conditions: temperature -78 celsius, time 10 minute. The product is ClC1=C(C=C(C=C1)CCC1=CC=C(C=C1)C=1C(=C(C(=O)O)C=CC1)N)C(F)(F)F ([4-[2-(4-Chloro-3-trifluromethylphenyl)ethyl]phenyl]-aminobenzoic acid). Yield: 70.9%. As a reaction SMILES: [Cl:1][C:2]1[CH:7]=[CH:6][C:5]([CH2:8][CH2:9][C:10]2[CH:15]=[CH:14][C:13](N)=[CH:12][CH:11]=2)=[CH:4][C:3]=1[C:17]([F:20])([F:19])[F:18].[Li+].C[Si]([N-:26][Si](C)(C)C)(C)C.F[C:32]1[CH:40]=[CH:39][CH:38]=[CH:37][C:33]=1[C:34]([OH:36])=[O:35]>C1COCC1>[Cl:1][C:2]1[CH:7]=[CH:6][C:5]([CH2:8][CH2:9][C:10]2[CH:15]=[CH:14][C:13]([C:40]3[C:32]([NH2:26])=[C:33]([CH:37]=[CH:38][CH:39]=3)[C:34]([OH:36])=[O:35])=[CH:12][CH:11]=2)=[CH:4][C:3]=1[C:17]([F:20])([F:19])[F:18] |f:1.2|. Procedure: To a cold solution of 4-[2-(4-chloro-3-trifluoromethylphenyl)ethyl]-benzenamine (4.33 g, 14.45 mmol) in THF (50 mL) at −78° C., was added LHMDS (43.35 mL, 43.35 mmol) (1M/THF) dropwise. Allowed the reaction mixture to stir for 10 minutes at −78° C. A solution of 2-fluorobenzoic acid (2.02 g, 14.45 mmol) in THF (50 mL) was added dropwise. The mixture was stirred for 2 hours at −78° C., then warmed to room temperature and let stir for additional 3 hours. The reaction mixture was concentrated in va... Starting materials: C[Si](C)(C)C#Cc1cc(F)c(F)cc1F, CO, [K+], [K+], O=C([O-])[O-]. Product: C#Cc1cc(F)c(F)cc1F. RXN SMILES: [CH3:1][Si:2]([C:3]#[C:4][c:5]1[c:6]([F:13])[cH:7][c:8]([F:12])[c:9]([F:11])[cH:10]1)([CH3:14])[CH3:15].[CH3:22][OH:23].[K+:16].[K+:17].[O-:18][C:19]([O-:20])=[O:21]>>[CH:3]#[C:4][c:5]1[c:6]([F:13])[cH:7][c:8]([F:12])[c:9]([F:11])[cH:10]1. Reactants: CO, Cl, CC(=O)c1cnc2nnn(Cc3cc4cccnc4cc3F)c2n1, NOCCO. Yields the product CC(=NOCCO)c1cnc2nnn(Cc3cc4cccnc4cc3F)c2n1. RXN SMILES: [CH3:31][OH:32].[ClH:25].[F:1][c:2]1[c:3]([CH2:12][n:13]2[n:14][n:15][c:16]3[n:17][cH:18][c:19]([C:22]([CH3:23])=[O:24])[n:20][c:21]23)[cH:4][c:5]2[cH:6][cH:7][cH:8][n:9][c:10]2[cH:11]1.[NH2:26][O:27][CH2:28][CH2:29][OH:30]>>[F:1][c:2]1[c:3]([CH2:12][n:13]2[n:14][n:15][c:16]3[n:17][cH:18][c:19]([C:22]([CH3:23])=[N:26][O:27][CH2:28][CH2:29][OH:30])[n:20][c:21]23)[cH:4][c:5]2[cH:6][cH:7][cH:8][n:9][c:10]2[cH:11]1. The reactants are COC1=C(O)C=CC(=C1)O (methoxyhydroquinone), CO (methanol). Yields the product OC=1C(=CC2=C(C(=C(C(O2)=O)CCO)C)C1)OC (6-hydroxy-3-(2-hydroxyethyl)-7-methoxy-4-methyl-2H-1-benzopyran-2-one). Yield: 54.0%. RXN SMILES: [CH3:1][O:2][C:3]1[CH:9]=[C:8]([OH:10])[CH:7]=[CH:6][C:4]=1[OH:5].[CH3:11][OH:12]>>[OH:5][C:4]1[C:3]([O:2][CH3:1])=[CH:9][C:8]2[O:10][C:11](=[O:12])[C:6]([CH2:4][CH2:3][OH:2])=[C:7]([CH3:8])[C:7]=2[CH:6]=1. Reported procedure: Process F; starting material: methoxyhydroquinone; yield 54%; m.p. 229°-235° C. (from methanol).